Dataset: the Open Reaction Database (ORD), a public repository of structured organic reaction records. Task: describe an organic reaction: reactants, conditions, products, and yield Reactants: Fc1ccc(-c2nn3c(c2-c2ccnc(NCc4ccccc4)c2)CCCC3)cc1, O=S(=O)(O)O. Product: Nc1cc(-c2c(-c3ccc(F)cc3)nn3c2CCCC3)ccn1. Reaction SMILES: [CH2:1]([c:2]1[cH:3][cH:4][cH:5][cH:6][cH:7]1)[NH:8][c:9]1[n:10][cH:11][cH:12][c:13](-[c:15]2[c:16](-[c:24]3[cH:25][cH:26][c:27]([F:30])[cH:28][cH:29]3)[n:17][n:18]3[c:19]2[CH2:20][CH2:21][CH2:22][CH2:23]3)[cH:14]1.[S:31](=[O:32])(=[O:33])([OH:34])[OH:35]>>[NH2:8][c:9]1[n:10][cH:11][cH:12][c:13](-[c:15]2[c:16](-[c:24]3[cH:25][cH:26][c:27]([F:30])[cH:28][cH:29]3)[n:17][n:18]3[c:19]2[CH2:20][CH2:21][CH2:22][CH2:23]3)[cH:14]1. Reactants: C1=CC=CC2=C1C(NC1=C(O2)C=CC=C1)=O (10H-dibenz[b,f][1,4]oxazepin-11-one), CC(C)Br (2-propyl bromide), [H-].[Na+] (sodium hydride). The solvent is CN(C=O)C (dimethylformamide). Yields the product C(C)(C)N1C2=C(OC3=C(C1=O)C=CC=C3)C=CC=C2 (10-isopropyl-10H-dibenz[b,f][1,4]oxazepin-11-one). The yield is 37.0%. Reaction SMILES: [CH:1]1[C:6]2[C:7](=[O:16])[NH:8][C:9]3[CH:15]=[CH:14][CH:13]=[CH:12][C:10]=3[O:11][C:5]=2[CH:4]=[CH:3][CH:2]=1.[CH3:17][CH:18](Br)[CH3:19].[H-].[Na+]>CN(C)C=O>[CH:18]([N:8]1[C:7](=[O:16])[C:6]2[CH:1]=[CH:2][CH:3]=[CH:4][C:5]=2[O:11][C:10]2[CH:12]=[CH:13][CH:14]=[CH:15][C:9]1=2)([CH3:19])[CH3:17] |f:2.3|. Procedure: Following the proceedure described in Example 1, 3.0 grams of 10H-dibenz[b,f][1,4]oxazepin-11-one and 3.7 grams of 2-propyl bromide were reacted in the presence of 0.82 grams of a 50% dispersion of sodium hydride in mineral oil and 50 ml of dry dimethylformamide. The product was purified on the silica gel column (ethyl acetate/hexane, 1:4). The resulting oil was dissolved in petroleum ether which on standing gave 1.33 grams (30% of theory) of 10-isopropyl-10H-dibenz[b,f][1,4]oxazepin-11-one as c... Reactants: CCOC(=O)c1c(Nc2ccccc2[N+](=O)[O-])cc(C)n1C, CCOC(C)=O, [H][H]. The product is CCOC(=O)c1c(Nc2ccccc2N)cc(C)n1C. RXN SMILES: [CH3:1][n:2]1[c:3]([C:18](=[O:19])[O:20][CH2:21][CH3:22])[c:4]([NH:8][c:9]2[c:10]([N+:15]([O-:16])=[O:17])[cH:11][cH:12][cH:13][cH:14]2)[cH:5][c:6]1[CH3:7].[CH3:25][CH2:26][O:27][C:28](=[O:29])[CH3:30].[H:23][H:24]>>[CH3:1][n:2]1[c:3]([C:18](=[O:19])[O:20][CH2:21][CH3:22])[c:4]([NH:8][c:9]2[c:10]([NH2:15])[cH:11][cH:12][cH:13][cH:14]2)[cH:5][c:6]1[CH3:7].